Dataset: the Open Reaction Database (ORD), a public repository of structured organic reaction records. Task: describe an organic reaction: reactants, conditions, products, and yield Reactants: COC(=O)[C@H]([C@H]1CCCCN1)C2=CC=CC=C2 (dl-threo-methylphenidate), Cl (HCl). Solvent: O (water). Yields the product C1CCN[C@@H](C1)[C@H](C2=CC=CC=C2)C(=O)O.Cl (dl-threo-ritalinic acid hydrochloride). RXN SMILES: C[O:2][C:3]([C@@H:5]([C:12]1[CH:17]=[CH:16][CH:15]=[CH:14][CH:13]=1)[C@@H:6]1[NH:11][CH2:10][CH2:9][CH2:8][CH2:7]1)=[O:4].[ClH:18]>O>[CH2:8]1[CH2:7][C@@H:6]([C@@H:5]([C:3]([OH:4])=[O:2])[C:12]2[CH:13]=[CH:14][CH:15]=[CH:16][CH:17]=2)[NH:11][CH2:10][CH2:9]1.[ClH:18] |f:3.4|. Procedure: A solution of dl-threo-methylphenidate (1 g) in water (25 ml) and conc. HCl (5 ml) was heated under reflux for 3 h. The clear solution was evaporated to dryness, to give a dl-threo-ritalinic acid hydrochloride as a white solid. Starting materials: OC1=CC=C(C=C1)C1(OC(C2=C1C=CC=C2)=O)C2=CC=C(C=C2)O (3,3-bis(4-hydroxyphenyl)-2-benzofuran-1-on), C(Cl)C1CO1 (epichlorohydrin). Yields the product C1(=CC=CC=C1)C1=C(OC2=C1C=CC=C2)C2=CC=CC=C2 (bisphenylbenzofuran), epoxy resin. RXN SMILES: O[C:2]1[CH:7]=[CH:6][C:5]([C:8]2([C:18]3[CH:23]=[CH:22][C:21](O)=[CH:20][CH:19]=3)C3C=CC=CC=3C(=O)O2)=[CH:4][CH:3]=1.[CH2:25]([CH:27]1[O:29][CH2:28]1)Cl>>[C:5]1([C:8]2[C:18]3[CH:19]=[CH:20][CH:21]=[CH:22][C:23]=3[O:29][C:28]=2[C:27]2[CH:4]=[CH:3][CH:2]=[CH:7][CH:25]=2)[CH:6]=[CH:7][CH:2]=[CH:3][CH:4]=1. Reported procedure: (A-1) 159 g of 3,3-bis(4-hydroxyphenyl)-2-benzofuran-1-on, 426.6 g of epichlorohydrin, and 160 g of a 50% alkali aqueous solution are mixed in a 1 L flask and then reacted together at 95° C. for 1 hour to form a bisphenylbenzofuran-type epoxy resin. 215 g of the bisphenylbenzofuran-type epoxy resin is mixed with 450 mg of triethylbenzylammoniumchloride, 100 mg of 2,6-diisobutylphenol, and 72 g of acrylic acid. The mixture is heated and completely dissolved at a temperature ranging from 90 to 120... Reactants: ClC1=C(C=O)C=CC=C1[N+](=O)[O-] (2-Chloro-3-nitrobenzaldehyde), FCC(CC(=O)OC)=O (methyl 4-fluoro-3-oxobutanoate), NC(=CC(=O)OC(C)C)C (1-methylethyl 3-amino-2-butenoate). Product: ClC1=C(C=CC=C1[N+](=O)[O-])C1C(=C(NC(=C1C(=O)OC(C)C)C)CF)C(=O)OC (3-Methyl 5-(1-methylethyl) 4-(2-chloro-3-nitrophenyl)-2-(fluoromethyl)-1,4-dihydro-6-methyl-3,5-pyridinedicarboxylate). Isolated yield 42.2%. As a reaction SMILES: [Cl:1][C:2]1[C:9]([N+:10]([O-:12])=[O:11])=[CH:8][CH:7]=[CH:6][C:3]=1[CH:4]=O.[F:13][CH2:14][C:15](=O)[CH2:16][C:17]([O:19][CH3:20])=[O:18].[NH2:22][C:23]([CH3:31])=[CH:24][C:25]([O:27][CH:28]([CH3:30])[CH3:29])=[O:26]>>[Cl:1][C:2]1[C:9]([N+:10]([O-:12])=[O:11])=[CH:8][CH:7]=[CH:6][C:3]=1[CH:4]1[C:24]([C:25]([O:27][CH:28]([CH3:30])[CH3:29])=[O:26])=[C:23]([CH3:31])[NH:22][C:15]([CH2:14][F:13])=[C:16]1[C:17]([O:19][CH3:20])=[O:18]. Procedure details: 2-Chloro-3-nitrobenzaldehyde (1.38 g, 7.5 mmoles), methyl 4-fluoro-3-oxobutanoate (1.0 g, 7.5 mmoles) and 1-methylethyl 3-amino-2-butenoate (1.06 g, 7.5 mmoles) were heated at 90° for 2.5 hours. The reaction mixture was chromatographed on silica eluting with petroleum ether (60°-80°)/ethyl acetate mixtures. The title compound (1.35 g) was obtained after crystallisation from petroleum ether (60°-80°)/2-propanol. mp 156°-7°. Conditions: time 3 day. Run in CCOC(=O)C (EtOAc), CN(C)C=O (DMF). Yields the product CSCCC1CCN(CC1)C(=O)OC(C)(C)C (1,1-dimethylethyl 4-[2-(methylthio)ethyl]-1-piperidinecarboxylate). Reported procedure: To 1,1-dimethylethyl 4-(2-iodoethyl)-1-piperidinecarboxylate (3.13 g, 9.23 mmol) in DMF (50 mL) was added sodium thiomethoxide (661 mg, 10.4 mmol) in one portion. The reaction was stirred for 3 days. Upon completion by TLC, the reaction was diluted with EtOAc (250 mL), washed with H2O (4 times), dried (MgSO4) and concentrated to provide the title compound of step B (2.37 g, 9.20 mmol, 99%, approximately 93% pure, used without further purification). 1H NMR (400 MHz, CDCl3) δ ppm 1.02-1.13 (m, 2H)... The yield is 99.7%. RXN SMILES: I[CH2:2][CH2:3][CH:4]1[CH2:9][CH2:8][N:7]([C:10]([O:12][C:13]([CH3:16])([CH3:15])[CH3:14])=[O:11])[CH2:6][CH2:5]1.[CH3:17][S-:18].[Na+]>CN(C=O)C.CCOC(C)=O>[CH3:17][S:18][CH2:2][CH2:3][CH:4]1[CH2:9][CH2:8][N:7]([C:10]([O:12][C:13]([CH3:16])([CH3:15])[CH3:14])=[O:11])[CH2:6][CH2:5]1 |f:1.2|. The reactants are ICCC1CCN(CC1)C(=O)OC(C)(C)C (1,1-dimethylethyl 4-(2-iodoethyl)-1-piperidinecarboxylate), C[S-].[Na+] (sodium thiomethoxide). Reactants: N1=CC=C(C=C1)C(C(C1=CC(=CC=C1)C(F)(F)F)=O)=O (1-(pyridin-4-yl)-1,2-dioxo-2-(3-trifluoromethylphenyl) ethane), C(#N)C1=C(C(=O)C(=C(C1=O)Cl)Cl)C#N (DDQ), CCO (EtOH), C(CN)N (ethylene diamine). The solvent is C1(=CC=CC=C1)C (toluene). Reaction conditions: temperature 50 celsius, time 18 hour. Yields the product N1=CC=C(C=C1)C1=NC=CN=C1C1=CC(=CC=C1)C(F)(F)F (2-(pyridine-4-yl)-3-(3-trifluoromethylphenyl)pyrazine). Isolated yield 4.0%. As a reaction SMILES: [N:1]1[CH:6]=[CH:5][C:4]([C:7](=O)[C:8](=O)[C:9]2[CH:14]=[CH:13][CH:12]=[C:11]([C:15]([F:18])([F:17])[F:16])[CH:10]=2)=[CH:3][CH:2]=1.CCO.[CH2:24]([NH2:27])[CH2:25][NH2:26].C(C1C(=O)C(Cl)=C(Cl)C(=O)C=1C#N)#N>C1(C)C=CC=CC=1>[N:1]1[CH:6]=[CH:5][C:4]([C:7]2[C:8]([C:9]3[CH:14]=[CH:13][CH:12]=[C:11]([C:15]([F:18])([F:17])[F:16])[CH:10]=3)=[N:27][CH:24]=[CH:25][N:26]=2)=[CH:3][CH:2]=1. Procedure: Under Ar, a solution of 46 (2.3 g, 8.2 mmol) in abs. EtOH (100 mL) was treated with ethylene diamine (0.58 g, 9.6 mmol) and heated at 50° C. After 18 h, the solution was concentrated to dryness. The residue was partitioned between H2O and EtOAc (3×) and the organic extracts were dried, filtered and concentrated to dryness. The residue was treated with toluene (125 mL) and DDQ (3.8 g, 16.7 mmol) and then heated to 80° C. After 18 h, the reaction was concentrated to dryness. The residue was dry pa...